From a dataset of the Open Reaction Database (ORD), a public repository of structured organic reaction records. describe an organic reaction: reactants, conditions, products, and yield The reactants are O=C([O-])O, COC(=O)c1ccc2c(c1)nc(Cl)c1nnc(OC)n12, CCOC(C)=O, [Na+], CN(C)C=O, O, NCCc1ccncc1. The product is COC(=O)c1ccc2c(c1)nc(NCCc1ccncc1)c1nnc(OC)n12. RXN SMILES: [C:30](=[O:31])([OH:32])[O-:33].[CH3:1][O:2][C:3](=[O:4])[c:5]1[cH:6][c:7]2[n:8][c:9]([Cl:20])[c:10]3[n:11]([c:12]2[cH:13][cH:14]1)[c:15]([O:18][CH3:19])[n:16][n:17]3.[CH3:41][CH2:42][O:43][C:44]([CH3:45])=[O:46].[Na+:34].[O:35]=[CH:36][N:37]([CH3:38])[CH3:39].[OH2:40].[n:21]1[cH:22][cH:23][c:24]([CH2:27][CH2:28][NH2:29])[cH:25][cH:26]1>>[CH3:1][O:2][C:3](=[O:4])[c:5]1[cH:6][c:7]2[n:8][c:9]([NH:29][CH2:28][CH2:27][c:24]3[cH:23][cH:22][n:21][cH:26][cH:25]3)[c:10]3[n:11]([c:12]2[cH:13][cH:14]1)[c:15]([O:18][CH3:19])[n:16][n:17]3. The reactants are ClC=1C(=NC(=NC1)NC=1N=CN(C1)C)NC1CCC2(CCN(CC2)C(=O)OC(C)(C)C)CC1 (tert-butyl 9-((5-chloro-2-((1-methyl-1H-imidazol-4-yl)amino)pyrimidin-4-yl)amino)-3-azaspiro[5.5]undecane-3-carboxylate), Cl (HCl). Run in C(Cl)Cl (DCM), CCOC(=O)C (EtOAc). Yield: 197.7%. Reported procedure: To a solution of tert-butyl 9-((5-chloro-2-((1-methyl-1H-imidazol-4-yl)amino)pyrimidin-4-yl)amino)-3-azaspiro[5.5]undecane-3-carboxylate (292 mg, 0.6134 mmol) in DCM (10 mL) was added a solution of HCl in EtOAc (8 mL, 3 mol/L). The reaction was stirred overnight at rt and concentrated in vacuo to give the title compound as a yellow solid (250 mg, 98.82%). Run at time 8 hour. RXN SMILES: [Cl:1][C:2]1[C:3]([NH:15][CH:16]2[CH2:33][CH2:32][C:19]3([CH2:24][CH2:23][N:22](C(OC(C)(C)C)=O)[CH2:21][CH2:20]3)[CH2:18][CH2:17]2)=[N:4][C:5]([NH:8][C:9]2[N:10]=[CH:11][N:12]([CH3:14])[CH:13]=2)=[N:6][CH:7]=1.Cl>C(Cl)Cl.CCOC(C)=O>[ClH:1].[Cl:1][C:2]1[C:3]([NH:15][CH:16]2[CH2:33][CH2:32][C:19]3([CH2:24][CH2:23][NH:22][CH2:21][CH2:20]3)[CH2:18][CH2:17]2)=[N:4][C:5]([NH:8][C:9]2[N:10]=[CH:11][N:12]([CH3:14])[CH:13]=2)=[N:6][CH:7]=1 |f:4.5|. The product is Cl.ClC=1C(=NC(=NC1)NC=1N=CN(C1)C)NC1CCC2(CCNCC2)CC1 (5-chloro-N2-(1-methyl-1H-imidazol-4-yl)-N4-(3-azaspiro[5.5]undecan-9-yl)pyrimidine-2,4-diamine hydrochloride).